This data is from the Open Reaction Database (ORD), a public repository of structured organic reaction records. The task is: describe an organic reaction: reactants, conditions, products, and yield Starting materials: O (water), ClC1=CC2=C(C(N(C2=O)C2=C(C=C(C=C2)NC(=O)NS(=O)(=NCC2=CC=C(C=C2)OC)C2=CC=CC=C2)C)=O)C=C1 ({[4-(5-chloro-1,3-dioxobenzo[c]azolidin-2-yl)-3-methylphenyl]-amino}-N-(N-p-methoxybenzylphenylsulfonimidoyl)carboxamide), [N+](=O)([O-])[O-].[NH4+] (ammonium nitrate). The solvent is O=[N+]([O-])[O-].[O-][N+]([O-])=O.[O-][N+]([O-])=O.[O-][N+]([O-])=O.[O-][N+]([O-])=O.[O-][N+]([O-])=O.[Ce+4].[NH4+].[NH4+] (CAN). Product: ClC1=CC2=C(C(N(C2=O)C2=C(C=C(C=C2)NC(=O)NS(=O)(=N)C2=CC=CC=C2)C)=O)C=C1 ({[4-(5-chloro-1,3-dioxobenzo[c]azolidin-2-yl)-3-methylphenyl]amino}-N-(phenylsulfonimidoyl)carboxamide). Reaction SMILES: [Cl:1][C:2]1[CH:41]=[CH:40][C:5]2[C:6](=[O:39])[N:7]([C:10]3[CH:15]=[CH:14][C:13]([NH:16][C:17]([NH:19][S:20]([C:32]4[CH:37]=[CH:36][CH:35]=[CH:34][CH:33]=4)(=[N:22]CC4C=CC(OC)=CC=4)=[O:21])=[O:18])=[CH:12][C:11]=3[CH3:38])[C:8](=[O:9])[C:4]=2[CH:3]=1.O.[N+]([O-])([O-])=O.[NH4+]>O=[N+]([O-])[O-].[O-][N+](=O)[O-].[O-][N+](=O)[O-].[O-][N+](=O)[O-].[O-][N+](=O)[O-].[O-][N+](=O)[O-].[Ce+4].[NH4+].[NH4+]>[Cl:1][C:2]1[CH:41]=[CH:40][C:5]2[C:6](=[O:39])[N:7]([C:10]3[CH:15]=[CH:14][C:13]([NH:16][C:17]([NH:19][S:20]([C:32]4[CH:37]=[CH:36][CH:35]=[CH:34][CH:33]=4)(=[NH:22])=[O:21])=[O:18])=[CH:12][C:11]=3[CH3:38])[C:8](=[O:9])[C:4]=2[CH:3]=1 |f:2.3,4.5.6.7.8.9.10.11.12|. Procedure: To 10 mg (0.016 mmol) of {[4-(5-chloro-1,3-dioxobenzo[c]azolidin-2-yl)-3-methylphenyl]-amino}-N-(N-p-methoxybenzylphenylsulfonimidoyl)carboxamide dissolved in 380 μL of CAN followed by 96 uL of water was added 70 mg (0.13 mmol) of cerric ammonium nitrate. After 20 m, the reaction was complete and purified by RP-HPLC to give 1.8 mg (23%) after lyophilization. ES-MS (M+H)+=469 (Cl). Product: COC(=O)CCCCC(C)=O. The reactants are CO, CC(=O)CCCCC(=O)O, O=S(=O)(O)O. RXN SMILES: [CH3:16][OH:17].[O:1]=[C:2]([CH2:3][CH2:4][CH2:5][CH2:6][C:7](=[O:8])[OH:9])[CH3:10].[S:11](=[O:12])(=[O:13])([OH:14])[OH:15]>>[O:1]=[C:2]([CH2:3][CH2:4][CH2:5][CH2:6][C:7](=[O:8])[O:9][CH3:16])[CH3:10]. Starting materials: [H-].[Na+] (NaH), ClC=1NC2=C(N1)C(=C(C(=C2Cl)Cl)Cl)Cl (2,4,5,6,7-pentachlorobenzimidazole), C(C)(=O)OCCOCBr ((2-Acetoxyethoxy) methyl bromide). Solvent: CC#N (CH3CN), CC#N (CH3CN). Product: ClC1=NC2=C(N1COCCOC(C)=O)C(=C(C(=C2Cl)Cl)Cl)Cl (2,4,5,6,7-Pentachloro-1-(2-acetoxyethoxymethyl)benzimidazole). RXN SMILES: [H-].[Na+].[Cl:3][C:4]1[NH:5][C:6]2[C:12]([Cl:13])=[C:11]([Cl:14])[C:10]([Cl:15])=[C:9]([Cl:16])[C:7]=2[N:8]=1.[C:17]([O:20][CH2:21][CH2:22][O:23][CH2:24]Br)(=[O:19])[CH3:18]>CC#N>[Cl:3][C:4]1[N:5]([CH2:24][O:23][CH2:22][CH2:21][O:20][C:17](=[O:19])[CH3:18])[C:6]2[C:12]([Cl:13])=[C:11]([Cl:14])[C:10]([Cl:15])=[C:9]([Cl:16])[C:7]=2[N:8]=1 |f:0.1|. Reported procedure: NaH (0.12 g, 3.0 mmole, 60% oil disperson) was added to a stirred suspension of 2,4,5,6,7-pentachlorobenzimidazole (14) (1.0 g, 3.4 mmole) in dry CH3CN (120 mL) under a N2 atmosphere. The solution was stirred until H2 evolution has ceased and a clear solution was obtained (20 min.). (2-Acetoxyethoxy) methyl bromide (0.68 g, 10.66 mmole) in CH3CN (34 mL) was then added dropwise. The reaction mixture was stirred for an additional 3 hr. The resulting mixture was concentrated under reduced pressure,... The reactants are CN(C(C1=C(C=CC(=C1)OCCCC1=CC=CC=C1)NC(=O)OCC1=CC=CC=C1)=O)OC (N-Methyl-N-methyloxy-2-benzyloxycarbonylamino-5-(3-phenylpropyloxy)benzamide). Reagents/catalysts: [C].[Pd] (palladium-carbon). Solvent: C(C)(=O)OCC (ethyl acetate), CO (methanol). Yields the product CN(C(C1=C(C=CC(=C1)OCCCC1=CC=CC=C1)N)=O)OC (N-methyl-N-methyloxy-2-amino-5-(3-phenylpropyloxy)benzamide), product. As a reaction SMILES: [CH3:1][N:2]([O:32][CH3:33])[C:3](=[O:31])[C:4]1[CH:9]=[C:8]([O:10][CH2:11][CH2:12][CH2:13][C:14]2[CH:19]=[CH:18][CH:17]=[CH:16][CH:15]=2)[CH:7]=[CH:6][C:5]=1[NH:20]C(OCC1C=CC=CC=1)=O>C(OCC)(=O)C.CO.[C].[Pd]>[CH3:1][N:2]([O:32][CH3:33])[C:3](=[O:31])[C:4]1[CH:9]=[C:8]([O:10][CH2:11][CH2:12][CH2:13][C:14]2[CH:19]=[CH:18][CH:17]=[CH:16][CH:15]=2)[CH:7]=[CH:6][C:5]=1[NH2:20] |f:3.4|. Reported procedure: N-Methyl-N-methyloxy-2-benzyloxycarbonylamino-5-(3-phenylpropyloxy)benzamide (1.4 g) was dissolved in a mixture of ethyl acetate (10 ml) and methanol (10 ml). To the solution was added 10% palladium-carbon (0.3 g). The mixture was stirred for 24 houks at room temperature under hydrogen atmosphere. The reaction mixture was subjected to filtration. From the filtrate was distilled off the solvent to leave N-methyl-N-methyloxy-2-amino-5-(3-phenylpropyloxy)benzamide as an orange oily product (1.0 g). Yields the product CC1=NN(c2ccc3c(c2)CCC3)C(=O)C1=NNc1cccc(-c2ccc(C(=O)O)s2)c1O. Reactants: Br, O=C([O-])O, CC1=NN(c2ccc3c(c2)CCC3)C(=O)C1, Cl, O=N[O-], Nc1cccc(-c2ccc(C(=O)O)s2)c1O, [Na+], [Na+]. As a reaction SMILES: [BrH:1].[C:38](=[O:39])([OH:40])[O-:41].[CH2:22]1[CH2:23][CH2:24][c:25]2[cH:26][c:27]([N:31]3[N:32]=[C:33]([CH3:37])[CH2:34][C:35]3=[O:36])[cH:28][cH:29][c:30]21.[ClH:43].[N:18]([O-:19])=[O:20].[NH2:2][c:3]1[c:4]([OH:17])[c:5](-[c:9]2[cH:10][cH:11][c:12]([C:14](=[O:15])[OH:16])[s:13]2)[cH:6][cH:7][cH:8]1.[Na+:21].[Na+:42]>>[NH:2]([c:3]1[c:4]([OH:17])[c:5](-[c:9]2[cH:10][cH:11][c:12]([C:14](=[O:15])[OH:16])[s:13]2)[cH:6][cH:7][cH:8]1)[N:18]=[C:34]1[C:33]([CH3:37])=[N:32][N:31]([c:27]2[cH:26][c:25]3[c:30]([cH:29][cH:28]2)[CH2:22][CH2:23][CH2:24]3)[C:35]1=[O:36]. The reactants are COC(=O)CCC(C#N)(CCC(=O)OC)c1ccc(OC)c(OC2CCCC2)c1, C[O-], Cc1ccccc1, Cl, [Na+]. Product: COC(=O)C1CC(C#N)(c2ccc(OC)c(OC3CCCC3)c2)CCC1=O. RXN SMILES: [C:4](#[N:5])[C:6]([CH2:7][CH2:8][C:9](=[O:10])[O:11][CH3:12])([CH2:13][CH2:14][C:15]([O:17][CH3:16])=[O:18])[c:19]1[cH:20][c:21]([O:27][CH:28]2[CH2:29][CH2:30][CH2:31][CH2:32]2)[c:22]([O:25][CH3:26])[cH:23][cH:24]1.[CH3:1][O-:2].[CH3:34][c:35]1[cH:36][cH:37][cH:38][cH:39][cH:40]1.[ClH:33].[Na+:3]>>[C:4](#[N:5])[C:6]1([c:19]2[cH:20][c:21]([O:27][CH:28]3[CH2:29][CH2:30][CH2:31][CH2:32]3)[c:22]([O:25][CH3:26])[cH:23][cH:24]2)[CH2:7][CH:8]([C:9](=[O:10])[O:11][CH3:12])[C:15](=[O:17])[CH2:14][CH2:13]1.